Dataset: the Open Reaction Database (ORD), a public repository of structured organic reaction records. Task: describe an organic reaction: reactants, conditions, products, and yield Starting materials: N1(CCNCCC1)C1=C(C=C(C=C1)N1C(C2=CC=C(C=C2CC1)O)=O)OC (2-(4-[1,4]diazepan-1-yl-3-methoxy-phenyl)-6-hydroxy-3,4-dihydro-2H-isoquinolin-1-one), CC1(C)CO1 (isobutylene oxide). Solvent: CN1CCCC1=O (NMP). Yields the product OC=1C=C2CCN(C(C2=CC1)=O)C1=CC(=C(C=C1)N1CCN(CCC1)CC(C)(C)O)OC (6-Hydroxy-2-{4-[4-(2-hydroxy-2-methyl-propyl)-[1,4]diazepan-1-yl]-3-methoxy-phenyl}-3,4-dihydro-2H-isoquinolin-1-one). As a reaction SMILES: [N:1]1([C:8]2[CH:13]=[CH:12][C:11]([N:14]3[CH2:23][CH2:22][C:21]4[C:16](=[CH:17][CH:18]=[C:19]([OH:24])[CH:20]=4)[C:15]3=[O:25])=[CH:10][C:9]=2[O:26][CH3:27])[CH2:7][CH2:6][CH2:5][NH:4][CH2:3][CH2:2]1.[CH3:28][C:29]1([O:32][CH2:31]1)[CH3:30]>CN1C(=O)CCC1>[OH:24][C:19]1[CH:20]=[C:21]2[C:16](=[CH:17][CH:18]=1)[C:15](=[O:25])[N:14]([C:11]1[CH:12]=[CH:13][C:8]([N:1]3[CH2:7][CH2:6][CH2:5][N:4]([CH2:28][C:29]([OH:32])([CH3:31])[CH3:30])[CH2:3][CH2:2]3)=[C:9]([O:26][CH3:27])[CH:10]=1)[CH2:23][CH2:22]2. Procedure details: A solution of 2-(4-[1,4]diazepan-1-yl-3-methoxy-phenyl)-6-hydroxy-3,4-dihydro-2H-isoquinolin-1-one (193 mg) and isobutylene oxide (300 mg) in NMP (0.8 mL) was stirred at 65° C. for 16 h. The reaction mixture was purified by preparative HPLC. In this way the product was obtained with molecular weight 439.56 (C25H33N3O4); MS (ESI): 440 (M+H+). Starting materials: C(C)(C)N(CC)C(C)C (diisopropylethylamine), COC1(CNCC1)C1=CC(=CC=C1)OCC=1C=C2C=CC(N(C2=CC1)C)=O (3-methoxy-3-[3-(1-methyl-2-oxo-1,2-dihydroquinolin-6-ylmethoxy)phenyl]pyrrolidine), C(C#C)Br (2-propynyl bromide). The product is COC1(CN(CC1)CC#C)C1=CC(=CC=C1)OCC=1C=C2C=CC(N(C2=CC1)C)=O (3-methoxy-3-[3-(1-methyl-2-oxo-1,2-dihydroquinolin-6-ylmethoxy)phenyl]-1-(prop-2-ynyl)pyrrolidine). The yield is 21.0%. As a reaction SMILES: [CH:1](N(C(C)C)CC)([CH3:3])[CH3:2].[CH3:10][O:11][C:12]1([C:17]2[CH:22]=[CH:21][CH:20]=[C:19]([O:23][CH2:24][C:25]3[CH:26]=[C:27]4[C:32](=[CH:33][CH:34]=3)[N:31]([CH3:35])[C:30](=[O:36])[CH:29]=[CH:28]4)[CH:18]=2)[CH2:16][CH2:15][NH:14][CH2:13]1.C(Br)C#C>>[CH3:10][O:11][C:12]1([C:17]2[CH:22]=[CH:21][CH:20]=[C:19]([O:23][CH2:24][C:25]3[CH:26]=[C:27]4[C:32](=[CH:33][CH:34]=3)[N:31]([CH3:35])[C:30](=[O:36])[CH:29]=[CH:28]4)[CH:18]=2)[CH2:16][CH2:15][N:14]([CH2:3][C:1]#[CH:2])[CH2:13]1. Procedure details: Using an analogous procedure to that described in Example 3 except that diisopropylethylamine was used in place of potassium carbonate, 3-methoxy-3-[3-(1-methyl-2-oxo-1,2-dihydroquinolin-6-ylmethoxy)phenyl]pyrrolidine was reacted with 2-propynyl bromide to give 3-methoxy-3-[3-(1-methyl-2-oxo-1,2-dihydroquinolin-6-ylmethoxy)phenyl]-1-(prop-2-ynyl)pyrrolidine as a gum in 21% yield. Starting materials: C1(=CC=CC=C1)N1N=C(CC1=O)C1=CC=CC=C1 (2,4-dihydro-2,5-diphenyl-3H-pyrazol-3-one), C1(=CC=CC=C1)N1N=C(CC1=O)C1=CC=CC=C1 (2,4-dihydro-2,5-diphenyl-3H-pyrazol-3-one), BrCN1S(C2=C(C1=O)C(=CC(=C2)OC)C(C)C)(=O)=O (2-bromomethyl-4-isopropyl-6-methoxy-1,2-benzisothiazol-3(2H)-one 1,1-dioxide), [F-].[K+] (KF), CN(C)C=O (DMF). The solvent is ice water. Run at time 3 hour. Yields the product C(C)(C)C1=CC(=CC2=C1C(N(S2(=O)=O)COC2=CC(=NN2C2=CC=CC=C2)C#N)=O)OC (4-isopropyl-6-methoxy-2-(1-phenyl-3-cyanopyrazol-5-yl-oxymethyl)-1,2-benziso thiazol-3(2H)-one 1,1-dioxide). Isolated yield 47.0%. Reaction SMILES: [C:1]1([N:7]2[C:11](=[O:12])[CH2:10][C:9]([C:13]3C=CC=CC=3)=[N:8]2)[CH:6]=[CH:5][CH:4]=[CH:3][CH:2]=1.Br[CH2:20][N:21]1[C:25](=[O:26])[C:24]2[C:27]([CH:33]([CH3:35])[CH3:34])=[CH:28][C:29]([O:31][CH3:32])=[CH:30][C:23]=2[S:22]1(=[O:37])=[O:36].[F-].[K+].C[N:41](C=O)C>>[CH:33]([C:27]1[C:24]2[C:25](=[O:26])[N:21]([CH2:20][O:12][C:11]3[N:7]([C:1]4[CH:2]=[CH:3][CH:4]=[CH:5][CH:6]=4)[N:8]=[C:9]([C:13]#[N:41])[CH:10]=3)[S:22](=[O:37])(=[O:36])[C:23]=2[CH:30]=[C:29]([O:31][CH3:32])[CH:28]=1)([CH3:35])[CH3:34] |f:2.3|. Reported procedure: A mixture of 2,4-dihydro-2--phenyl-5-cyano-3H-pyrazol-3-one (Formula III: R1 =Ph; R2 =CN; R3 =H) (366 mg; 1.98 mmol), 2-bromomethyl-4-isopropyl-6-methoxy-1,2-benzisothiazol-3(2H)-one 1,1-dioxide (689 mg, 1.98 mmol), and KF (230 mg, 3.91 mmol) in 8 ml of DMF was stirred at room temperature for 3 hours and the resulting mixture was diluted with ice/water. The solid product was filtered, the residual solid was redissolved in ether/water, and the aqueous layer was extracted with ether (3×). The comb... The reactants are C12C(CC(C=C1)C2)C(=O)O[C@H]2C[C@H]1C[C@H]([C@H]3[C@@H]4CC[C@H]([C@@H](CCC(=O)OC(C)(C)C)C)[C@]4([C@H](C[C@@H]3[C@]1(CC2)C)O)C)O (t-butyl 3α-(5-norbornene-2-carbonyloxy)-7α, 12α-dihydroxy-5β-cholan-24-oate), C1(\C=C/C(=O)O1)=O (maleic anhydride), N(=NC(C#N)(C)C)C(C#N)(C)C (2,2′-azobisisobutyronitrile). The solvent is C1(=CC=CC=C1)C (toluene). Yields the product C12C(CC(C=C1)C2)C(=O)O[C@H]2C[C@H]1C[C@H]([C@H]3[C@@H]4CC[C@H]([C@@H](CCC(=O)OC(C)(C)C)C)[C@]4([C@H](C[C@@H]3[C@]1(CC2)C)O)C)O.C1(\C=C/C(=O)O1)=O (t-butyl 3α-(5-norbornene-2-carbonyloxy)-7α, 12α-dihydroxy-5β-cholan-24-oate maleic anhydride). Yield: 32.0%. As a reaction SMILES: [CH:1]12[CH2:7][CH:4]([CH:5]=[CH:6]1)[CH2:3][CH:2]2[C:8]([O:10][C@@H:11]1[CH2:38][CH2:37][C@@:36]2([CH3:39])[C@H:13]([CH2:14][C@@H:15]([OH:42])[C@@H:16]3[C@@H:35]2[CH2:34][C@H:33]([OH:40])[C@@:32]2([CH3:41])[C@H:17]3[CH2:18][CH2:19][C@@H:20]2[C@H:21]([CH3:31])[CH2:22][CH2:23][C:24]([O:26][C:27]([CH3:30])([CH3:29])[CH3:28])=[O:25])[CH2:12]1)=[O:9].[C:43]1(=[O:49])[O:48][C:46](=[O:47])[CH:45]=[CH:44]1.N(C(C)(C)C#N)=NC(C)(C)C#N>C1(C)C=CC=CC=1>[CH:1]12[CH2:7][CH:4]([CH:5]=[CH:6]1)[CH2:3][CH:2]2[C:8]([O:10][C@@H:11]1[CH2:38][CH2:37][C@@:36]2([CH3:39])[C@H:13]([CH2:14][C@@H:15]([OH:42])[C@@H:16]3[C@@H:35]2[CH2:34][C@H:33]([OH:40])[C@@:32]2([CH3:41])[C@H:17]3[CH2:18][CH2:19][C@@H:20]2[C@H:21]([CH3:31])[CH2:22][CH2:23][C:24]([O:26][C:27]([CH3:28])([CH3:29])[CH3:30])=[O:25])[CH2:12]1)=[O:9].[C:46]1(=[O:47])[O:48][C:43](=[O:49])[CH:44]=[CH:45]1 |f:4.5|. Procedure details: 1 g (0.0017 mole) of t-butyl 3α-(5-norbornene-2-carbonyloxy)-7α, 12α-dihydroxy-5β-cholan-24-oate prepared in Example 4, 0.17 g (0.0017 mole) of purified maleic anhydride, and 0.0056 g (2 mole %) of 2,2′-azobisisobutyronitrile as a radical polymerization initiator, were dissolved in 3 ml of toluene solvent. The solution was introduced into a polymerization glass tube ampule which was then sealed under vacuum. Then, the solution was polymerized at a temperature of 65° C. for 20 hours. After the po... The reactants are FC1=CC=C(C(=O)\N=C\2/NC3=C(N2[C@H]2CC[C@H](CC2)C(=O)OC)C=C(C=C3)CN3CCC(CC3)C(C)(C)O)C=C1 (cis-methyl 4-((E)-2-(4-fluorobenzoylimino)-6-((4-(2-hydroxypropan-2-yl)piperidin-1-yl)methyl)-2,3-dihydro-1H-benzo[d]imidazol-1-yl)cyclohexanecarboxylate), [OH-].[Na+] (NaOH). Solvent: CO (MeOH). Conditions: time 8 hour. The product is FC1=CC=C(C(=O)\N=C\2/NC3=C(N2[C@H]2CC[C@H](CC2)C(=O)O)C=C(C=C3)CN3CCC(CC3)C(C)(C)O)C=C1 (cis-4-((E)-2-(4-fluorobenzoylimino)-6-((4-(2-hydroxypropan-2-yl)piperidin-1-yl)methyl)-2,3-dihydro-1H-benzo[d]imidazol-1-yl)cyclohexanecarboxylic acid). Isolated yield 98.7%. Reaction SMILES: [F:1][C:2]1[CH:40]=[CH:39][C:5]([C:6](/[N:8]=[C:9]2\[NH:10][C:11]3[CH:27]=[CH:26][C:25]([CH2:28][N:29]4[CH2:34][CH2:33][CH:32]([C:35]([OH:38])([CH3:37])[CH3:36])[CH2:31][CH2:30]4)=[CH:24][C:12]=3[N:13]\2[C@@H:14]2[CH2:19][CH2:18][C@H:17]([C:20]([O:22]C)=[O:21])[CH2:16][CH2:15]2)=[O:7])=[CH:4][CH:3]=1.[OH-].[Na+]>CO>[F:1][C:2]1[CH:40]=[CH:39][C:5]([C:6](/[N:8]=[C:9]2\[NH:10][C:11]3[CH:27]=[CH:26][C:25]([CH2:28][N:29]4[CH2:30][CH2:31][CH:32]([C:35]([OH:38])([CH3:36])[CH3:37])[CH2:33][CH2:34]4)=[CH:24][C:12]=3[N:13]\2[C@@H:14]2[CH2:19][CH2:18][C@H:17]([C:20]([OH:22])=[O:21])[CH2:16][CH2:15]2)=[O:7])=[CH:4][CH:3]=1 |f:1.2|. Procedure details: To a solution of cis-methyl 4-((E)-2-(4-fluorobenzoylimino)-6-((4-(2-hydroxypropan-2-yl)piperidin-1-yl)methyl)-2,3-dihydro-1H-benzo[d]imidazol-1-yl)cyclohexanecarboxylate (1.05 g, 1.907 mmol) in MeOH (20 mL) was added 1 N aqueous NaOH (19.07 mL, 19.07 mmol). The solution was stirred overnight at RT. After 2 days, the reaction solution was concentrated, the pH was adjusted to 4 with 2 N aqueous HCl, and the mixture was extracted with 9:1 DCM/2-propanol. The organic layer was dried over anhydrous ...